Dataset: the Open Reaction Database (ORD), a public repository of structured organic reaction records. Task: describe an organic reaction: reactants, conditions, products, and yield The reactants are CC(C)N(NC(=O)c1ccccc1)C(=O)CCc1ccccc1Br, O=C([O-])[O-], COCCOC, OB(O)c1ccc(F)c(Cl)c1, [Na+], [Na+]. Yields the product CC(C)N(NC(=O)c1ccccc1)C(=O)CCc1ccccc1-c1ccc(F)c(Cl)c1. Reaction SMILES: [Br:1][c:2]1[c:3]([CH2:8][CH2:9][C:10](=[O:11])[N:12]([NH:13][C:14]([c:15]2[cH:16][cH:17][cH:18][cH:19][cH:20]2)=[O:21])[CH:22]([CH3:23])[CH3:24])[cH:4][cH:5][cH:6][cH:7]1.[C:25](=[O:26])([O-:27])[O-:28].[CH3:42][O:43][CH2:44][CH2:45][O:46][CH3:47].[Cl:31][c:32]1[cH:33][c:34]([B:39]([OH:40])[OH:41])[cH:35][cH:36][c:37]1[F:38].[Na+:29].[Na+:30]>>[c:2]1(-[c:34]2[cH:33][c:32]([Cl:31])[c:37]([F:38])[cH:36][cH:35]2)[c:3]([CH2:8][CH2:9][C:10](=[O:11])[N:12]([NH:13][C:14]([c:15]2[cH:16][cH:17][cH:18][cH:19][cH:20]2)=[O:21])[CH:22]([CH3:23])[CH3:24])[cH:4][cH:5][cH:6][cH:7]1. Reactants: C(C=C)NC(=O)NC([C@H](CC1CCCC1)C1=CC(=C(C=C1)Cl)Cl)=O (1-allyl-3-[3-cyclopentyl-2(R)-(3,4-dichloro-phenyl)-propionyl]-urea), B (borane), C([O-])(O)=O.[Na+] (sodium bicarbonate), OO (hydrogen peroxide). Solvent: O1CCCC1 (tetrahydrofuran), C(C)O (ethanol), O1CCCC1 (tetrahydrofuran). Run at temperature 0 celsius. Product: hexanes ethyl acetate, C1(CCCC1)C[C@@H](C(=O)NC(=O)NCC(C)O)C1=CC(=C(C=C1)Cl)Cl (1-[3-cyclopentyl-2(R)-(3,4-dichloro-phenyl)-propionyl]-3-(2-hydroxy-propyl)-urea). Yield: 11.0%. RXN SMILES: [CH2:1]([NH:4][C:5]([NH:7][C:8](=[O:24])[C@@H:9]([C:16]1[CH:21]=[CH:20][C:19]([Cl:22])=[C:18]([Cl:23])[CH:17]=1)[CH2:10][CH:11]1[CH2:15][CH2:14][CH2:13][CH2:12]1)=[O:6])[CH:2]=[CH2:3].B.C(=O)(O)[O-:27].[Na+].OO>O1CCCC1.C(O)C>[CH:11]1([CH2:10][C@H:9]([C:16]2[CH:21]=[CH:20][C:19]([Cl:22])=[C:18]([Cl:23])[CH:17]=2)[C:8]([NH:7][C:5]([NH:4][CH2:1][CH:2]([OH:27])[CH3:3])=[O:6])=[O:24])[CH2:15][CH2:14][CH2:13][CH2:12]1 |f:2.3|. Procedure details: A solution of 1-allyl-3-[3-cyclopentyl-2(R)-(3,4-dichloro-phenyl)-propionyl]-urea (prepared in Example 24, 765 mg, 2.07 mmol) in tetrahydrofuran (50 mL) cooled to 0° C. was treated with a 1.0M borane solution in tetrahydrofuran (4.14 mL, 4.14 mmol). The reaction was allowed to warm from 0° C. to 25° C. over 1 h. At this time, the reaction was re-cooled to 0° C. and treated with ethanol (15 mL) followed by a mixture of a saturated aqueous sodium bicarbonate solution (45 mL) and hydrogen peroxide ... The reactants are CC(C)(OC(=O)[C@@H](CCN1C(C=2C=C3C(=CC2C1=O)C=CC=C3)=O)N[C@@H](CC(C)C)C(=O)O)C (N-[(R)-1-[(1,1-dimethylethoxy)carbonyl]-3-(1,3-dihydro-1,3-dioxo-2H-benz[f]isoindol-2-yl)propyl]-L-leucine), Cl.CN (methylamine-hydrochoride), OC1=CC=CC=2NN=NC21 (hydroxybenzotriazol), C1(CCCCC1)N=C=NC1CCCCC1 (dicyclohexylcarbodiimide). Solvent: C(C)N(CC)CC (triethylamine), O (H2O), ClCCl (dichloromethane). Conditions: time 18 hour. The product is CC(C)(C)OC([C@@H](CCN1C(C=2C=C3C(=CC2C1=O)C=CC=C3)=O)N[C@@H](CC(C)C)C(=O)NC)=O (4-(1,3-Dihydro-1,3-dioxo-2H-benz[f]isoindol-2-yl)-2-(R)-[[3-methyl-1-(S)-[[methylamino]carbonyl]butyl]amino]-butanoic acid-1,1-dimethylethyl ester). Reaction SMILES: [CH3:1][C:2]([CH3:34])([O:4][C:5]([C@H:7]([NH:25][C@H:26]([C:31](O)=[O:32])[CH2:27][CH:28]([CH3:30])[CH3:29])[CH2:8][CH2:9][N:10]1[C:18](=[O:19])[C:17]2[CH:16]=[C:15]3[CH:20]=[CH:21][CH:22]=[CH:23][C:14]3=[CH:13][C:12]=2[C:11]1=[O:24])=[O:6])[CH3:3].OC1C2N=N[NH:41][C:40]=2C=CC=1.C1(N=C=NC2CCCCC2)CCCCC1.Cl.CN>C(N(CC)CC)C.ClCCl.O>[CH3:34][C:2]([O:4][C:5](=[O:6])[C@H:7]([NH:25][C@H:26]([C:31]([NH:41][CH3:40])=[O:32])[CH2:27][CH:28]([CH3:30])[CH3:29])[CH2:8][CH2:9][N:10]1[C:18](=[O:19])[C:17]2[CH:16]=[C:15]3[CH:20]=[CH:21][CH:22]=[CH:23][C:14]3=[CH:13][C:12]=2[C:11]1=[O:24])([CH3:3])[CH3:1] |f:3.4|. Procedure details: 300 mg of N-[(R)-1-[(1,1-dimethylethoxy)carbonyl]-3-(1,3-dihydro-1,3-dioxo-2H-benz[f]isoindol-2-yl)propyl]-L-leucine, prepared as in Example L, was added to 120 mg of hydroxybenzotriazol.H2O, 150 mg of dicyclohexylcarbodiimide, 600 mg methylamine-hydrochoride, and 30 mL dichloromethane. 0.5 ; mL triethylamine was added and the mixture was stirred for 18 h. The mixture was filtered through celite and the solvent was removed by evaporation. The resulting residue was purified by silica chromatograp... The reactants are S(=O)(Cl)Cl (Thionyl chloride), O=C1N(CSC1)CC(=O)O (4-oxo-3-thiazolidinylacetic acid). Solvent: ClCCl (dichloromethane), O1CCCC1 (tetrahydrofuran). Reaction conditions: time 5 hour. The product is O=C1N(CSC1)CC(=O)Cl (4-oxo-3-thiazolidinylacetyl chloride). As a reaction SMILES: S(Cl)([Cl:3])=O.[O:5]=[C:6]1[CH2:10][S:9][CH2:8][N:7]1[CH2:11][C:12]([OH:14])=O>ClCCl.O1CCCC1>[O:5]=[C:6]1[CH2:10][S:9][CH2:8][N:7]1[CH2:11][C:12]([Cl:3])=[O:14]. Reported procedure: Thionyl chloride (2.00 ml) was added dropwise to a solution of 4-oxo-3-thiazolidinylacetic acid (1.60 g) in a mixture of dichloromethane (20 ml) and tetrahydrofuran (5.0 ml) at room temperature. After the mixture was stirred for 5 hours at the same temperature, the solvent was evaporated in vacuo to give 4-oxo-3-thiazolidinylacetyl chloride (1.78 g) as brown semisolid.